Dataset: the Open Reaction Database (ORD), a public repository of structured organic reaction records. Task: describe an organic reaction: reactants, conditions, products, and yield Reactants: C1(CCCCC1)COC1=CC(=CC=2N1N=C(C2C(=O)O)C)C (7-(Cyclohexylmethoxy)-2,5-dimethylpyrazolo[1,5-a]pyridine-3-carboxylic Acid), C(C)(C)(C)OC(NC(CN)(CCC)C)=O (rac-(1-amino-2-methylpentan-2-yl)carbamic acid tert-butyl ester). Run in S(=O)(Cl)Cl (thionyl chloride), ClCCl (dichloromethane), ClCCl (dichloromethane). Run at time 8 hour. Product: C(C)(C)(C)OC(NC(CNC(=O)C=1C(=NN2C1C=C(C=C2OCC2CCCCC2)C)C)(CCC)C)=O (rac-[1-({[7-(Cyclohexylmethoxy)-2,5-dimethylpyrazolo[1,5-a]pyridin-3-yl]carbonyl}amino)-2-methylpentan-2-yl]carbamic Acid tert-butyl Ester). RXN SMILES: [CH:1]1([CH2:7][O:8][C:9]2[N:14]3[N:15]=[C:16]([CH3:21])[C:17]([C:18]([OH:20])=O)=[C:13]3[CH:12]=[C:11]([CH3:22])[CH:10]=2)[CH2:6][CH2:5][CH2:4][CH2:3][CH2:2]1.[C:23]([O:27][C:28](=[O:37])[NH:29][C:30]([CH3:36])([CH2:33][CH2:34][CH3:35])[CH2:31][NH2:32])([CH3:26])([CH3:25])[CH3:24]>S(Cl)(Cl)=O.ClCCl>[C:23]([O:27][C:28](=[O:37])[NH:29][C:30]([CH3:36])([CH2:33][CH2:34][CH3:35])[CH2:31][NH:32][C:18]([C:17]1[C:16]([CH3:21])=[N:15][N:14]2[C:9]([O:8][CH2:7][CH:1]3[CH2:2][CH2:3][CH2:4][CH2:5][CH2:6]3)=[CH:10][C:11]([CH3:22])=[CH:12][C:13]=12)=[O:20])([CH3:26])([CH3:25])[CH3:24]. Procedure: A solution of 110 mg (0.364 mmol) of 7-(cyclohexylmethoxy)-2,5-dimethylpyrazolo[1,5-a]pyridine-3-carboxylic acid from Example 120A in 1 ml of thionyl chloride was stirred at 100° C. for 1 h. After the reaction had ended, the solvent was drawn off under reduced pressure and the residue was suspended in 3 ml of dichloromethane and then added to a solution of 102.3 mg (0.473 mmol) of rac-(1-amino-2-methylpentan-2-yl)carbamic acid tert-butyl ester from Example 152A in 2 ml of dry dichloromethane. Th... The reactants are CC1N(CCNC1)CC1=CC=C(C=C1)C1=CC=CC=C1 (2-Methyl-1-[(4-phenylphenyl)methyl]piperazine), FC(C(C(F)(F)F)O)(F)F (1,1,1,3,3,3-hexafluoropropan-2-ol), ClC(Cl)(OC(OC(Cl)(Cl)Cl)=O)Cl (triphosgene), C(C)(C)N(C(C)C)CC (N,N-diisopropylethylamine). The solvent is O (water), C(C)#N (acetonitrile). Conditions: time 2 hour. Yields the product CC1CN(CCN1CC1=CC=C(C=C1)C1=CC=CC=C1)C(=O)OC(C(F)(F)F)C(F)(F)F (1,1,1,3,3,3-hexafluoropropan-2-yl 3-methyl-4-[(4-phenylphenyl)methyl]piperazine-1-carboxylate). The yield is 60.1%. RXN SMILES: [F:1][C:2]([F:10])([F:9])[CH:3]([OH:8])[C:4]([F:7])([F:6])[F:5].ClC(Cl)(O[C:15](=[O:21])OC(Cl)(Cl)Cl)Cl.C(N(CC)C(C)C)(C)C.[CH3:32][CH:33]1[CH2:38][NH:37][CH2:36][CH2:35][N:34]1[CH2:39][C:40]1[CH:45]=[CH:44][C:43]([C:46]2[CH:51]=[CH:50][CH:49]=[CH:48][CH:47]=2)=[CH:42][CH:41]=1>O.C(#N)C>[CH3:32][CH:33]1[N:34]([CH2:39][C:40]2[CH:45]=[CH:44][C:43]([C:46]3[CH:51]=[CH:50][CH:49]=[CH:48][CH:47]=3)=[CH:42][CH:41]=2)[CH2:35][CH2:36][N:37]([C:15]([O:8][CH:3]([C:4]([F:7])([F:6])[F:5])[C:2]([F:10])([F:9])[F:1])=[O:21])[CH2:38]1. Reported procedure: A 50 mL round-bottom flask was charged with 1,1,1,3,3,3-hexafluoropropan-2-ol (168 mg, 1.00 mmol, 1.00 equiv), triphosgene (99.0 mg, 0.330 mmol, 0.33 equiv), and acetonitrile (10 mL). N,N-diisopropylethylamine (471 mg, 3.64 mmol, 3.65 equiv) was added dropwise. The mixture was stirred at room temperature for 2 hours. 2-Methyl-1-[(4-phenylphenyl)methyl]piperazine (266 mg, 1.00 mmol, 1.00 equiv) was added. The resulting solution was stirred for 2 hours at room temperature and diluted with water (2... RXN SMILES: [CH2:19]1[O:20][CH2:21][CH2:22][CH2:23]1.[CH3:13][C:14]([CH3:15])([O-:16])[CH3:17].[Li+:18].[N+:1](=[O:2])([O-:3])[c:4]1[c:5]([F:12])[n:6][c:7]([F:11])[cH:8][c:9]1[F:10]>>[N+:1](=[O:2])([O-:3])[c:4]1[c:5]([F:12])[n:6][c:7]([F:11])[cH:8][c:9]1[O:16][C:14]([CH3:13])([CH3:15])[CH3:17]. The reactants are C1CCOC1, CC(C)(C)[O-], [Li+], O=[N+]([O-])c1c(F)cc(F)nc1F. Yields the product CC(C)(C)Oc1cc(F)nc(F)c1[N+](=O)[O-]. Reactants: Nc1ccc2c(c1)OCO2, FC(F)(F)c1cc(Cl)nc(-c2cccnc2)n1. RXN SMILES: [CH2:18]1[O:19][c:20]2[cH:21][c:22]([NH2:23])[cH:24][cH:25][c:26]2[O:27]1.[Cl:1][c:2]1[n:3][c:4](-[c:12]2[cH:13][n:14][cH:15][cH:16][cH:17]2)[n:5][c:6]([C:8]([F:9])([F:10])[F:11])[cH:7]1>>[c:2]1([NH:23][c:22]2[cH:21][c:20]3[c:26]([cH:25][cH:24]2)[O:27][CH2:18][O:19]3)[n:3][c:4](-[c:12]2[cH:13][n:14][cH:15][cH:16][cH:17]2)[n:5][c:6]([C:8]([F:9])([F:10])[F:11])[cH:7]1. The product is FC(F)(F)c1cc(Nc2ccc3c(c2)OCO3)nc(-c2cccnc2)n1. The reactants are NCC1=CC(=NC(=N1)SC)SC (6-aminomethyl-2,4-bis(methylthio)pyrimidine), C(=O)O (formic acid). Product: CSC1=NC(=CC(=N1)SC)CNC=O (2,4-bis(methylthio)-6-formylaminomethylpyrimidine). RXN SMILES: [NH2:1][CH2:2][C:3]1[N:8]=[C:7]([S:9][CH3:10])[N:6]=[C:5]([S:11][CH3:12])[CH:4]=1.[CH:13](O)=[O:14]>>[CH3:10][S:9][C:7]1[N:6]=[C:5]([S:11][CH3:12])[CH:4]=[C:3]([CH2:2][NH:1][CH:13]=[O:14])[N:8]=1. Procedure details: Using the method of Example 5, 6-aminomethyl-2,4-bis(methylthio)pyrimidine from Example 1, part E or Example 8 was reacted with formic acid to provide 2,4-bis(methylthio)-6-formylaminomethylpyrimidine as a light yellow solid. The structural assignment was confirmed by infrared and nuclear magnetic resonance spectral analyses. The reactants are FC1=C(C=CC(=C1)Br)OC (2-fluoro-4-bromoanisole). Reagents/catalysts: [Pd](Cl)Cl (palladium chloride). Product: FC=1C=C(C=CC1OC)C1=CC(=C(C=C1)OC)F (3,3'-difluoro-4,4'-dimethoxybiphenyl). As a reaction SMILES: [F:1][C:2]1[CH:7]=[C:6](Br)[CH:5]=[CH:4][C:3]=1[O:9][CH3:10]>[Pd](Cl)Cl>[F:1][C:2]1[CH:7]=[C:6]([C:6]2[CH:5]=[CH:4][C:3]([O:9][CH3:10])=[C:2]([F:1])[CH:7]=2)[CH:5]=[CH:4][C:3]=1[O:9][CH3:10]. Reported procedure: The procedure for synthesis is briefly explained below. First, 2-fluoroanisole [1] is reacted with bromine to give 2-fluoro-4-bromoanisole [2], which is subsequently reacted with magnesium to give a compound [3] of Grignard reagent type. This compound is condensed with 2-fluoro-4-bromoanisole [2] in the presence of a palladium chloride catalyst to give 3,3'-difluoro-4,4'-dimethoxybiphenyl [4]. In this way, the biphenyl skeleton is formed. Then, the both terminals of 3,3'-difluoro- 4,4,-dimethoxy... Procedure details: An ethanol solution (100 ml) of the 9.89 g of the 2'-acetoxy-4,4',6'-tris(methoxymethoxy)-3'-(3-methyl-2-butenyl)chalcone obtained as the intermediate in Specific Example 18 was added into a suspension of 5.0 g of 5% palladium/carbon in 70 ml of ethanol, in which a hydrogen gas had been sufficiently absorbed in advance, and hydrogen was absorbed by stirring the mixture at 0° C. under atmospheric pressure in a hydrogen gas atmosphere for 1.5 hours with 430.55 ml of a hydrogen gas. After the react... Reagents/catalysts: [Pd] (palladium/carbon). Solvent: C(C)O (ethanol), C(C)O (ethanol). Run at temperature 0 celsius, time 1.5 hour. Product: C(C)(=O)OC1=C(C(=CC(=C1CC=C(C)C)OCOC)OCOC)C(CCC1=CC=C(C=C1)OCOC)=O (1-[2-acetoxy-4,6-bis(methoxymethoxy)-3-(3-methyl-2-butenyl)phenyl]-3-(4-methoxymethoxyphenyl)-1-propanone). Reactants: [H][H] (hydrogen), C(C)(=O)OC1=C(C(C=CC2=CC=C(C=C2)OCOC)=O)C(=CC(=C1CC=C(C)C)OCOC)OCOC (2'-acetoxy-4,4',6'-tris(methoxymethoxy)-3'-(3-methyl-2-butenyl)chalcone). Reaction SMILES: [C:1]([O:4][C:5]1[C:24]([CH2:25][CH:26]=[C:27]([CH3:29])[CH3:28])=[C:23]([O:30][CH2:31][O:32][CH3:33])[CH:22]=[C:21]([O:34][CH2:35][O:36][CH3:37])[C:6]=1[C:7](=[O:20])[CH:8]=[CH:9][C:10]1[CH:15]=[CH:14][C:13]([O:16][CH2:17][O:18][CH3:19])=[CH:12][CH:11]=1)(=[O:3])[CH3:2].[H][H]>C(O)C.[Pd]>[C:1]([O:4][C:5]1[C:24]([CH2:25][CH:26]=[C:27]([CH3:28])[CH3:29])=[C:23]([O:30][CH2:31][O:32][CH3:33])[CH:22]=[C:21]([O:34][CH2:35][O:36][CH3:37])[C:6]=1[C:7](=[O:20])[CH2:8][CH2:9][C:10]1[CH:15]=[CH:14][C:13]([O:16][CH2:17][O:18][CH3:19])=[CH:12][CH:11]=1)(=[O:3])[CH3:2]. Yield: 46.1%. The reactants are C(=NC1CCCCC1)=NC1CCCCC1, C1COCCN1, C1CCOC1, ClCCl, O=C(O)c1cc([N+](=O)[O-])cc(C(F)(F)F)c1, On1nnc2cccnc21. The product is O=C(c1cc([N+](=O)[O-])cc(C(F)(F)F)c1)N1CCOCC1. RXN SMILES: [CH2:27]1[CH2:28][CH2:29][CH:30]([N:31]=[C:32]=[N:33][CH:34]2[CH2:35][CH2:36][CH2:37][CH2:38][CH2:39]2)[CH2:40][CH2:41]1.[CH2:42]1[CH2:43][O:44][CH2:45][CH2:46][NH:47]1.[CH2:48]1[O:49][CH2:50][CH2:51][CH2:52]1.[Cl:53][CH2:54][Cl:55].[N+:1](=[O:2])([O-:3])[c:4]1[cH:5][c:6]([C:7](=[O:8])[OH:9])[cH:10][c:11]([C:13]([F:14])([F:15])[F:16])[cH:12]1.[OH:17][n:18]1[c:19]2[n:20][cH:21][cH:22][cH:23][c:24]2[n:25][n:26]1>>[N+:1](=[O:2])([O-:3])[c:4]1[cH:5][c:6]([C:7](=[O:9])[N:47]2[CH2:42][CH2:43][O:44][CH2:45][CH2:46]2)[cH:10][c:11]([C:13]([F:14])([F:15])[F:16])[cH:12]1.